From a dataset of the Open Reaction Database (ORD), a public repository of structured organic reaction records. describe an organic reaction: reactants, conditions, products, and yield Starting materials: C(C)(C)(C)OC(=O)NC(CN(C(CCl)=O)C1=CC(=CC=C1)Cl)CC#CC ((±)-N-[2-(tert-butoxycarbonylamino)-4-hexynyl]-2-chloro-N-(3-chlorophenyl)acetamide), C(=O)([O-])[O-].[Cs+].[Cs+] (Cs2CO3), CCOC(=O)C.CCCCCC (EtOAc hexane). Yields the product C(C)(C)(C)OC(=O)N1CC(N(CC1CC#CC)C1=CC(=CC=C1)Cl)=O ((±)-4-(tert-butoxycarbonyl)-5-(2-butynyl)-1-(3-chlorophenyl)-2-piperazinone). Run in CN(C)C=O (DMF). Reaction conditions: time 30 minute. Reported procedure: To a solution of the chloroacetamide from Step H (1.68 g, 4.23 mmol) in 15 mL of dry DMF at 0° C. was added Cs2CO3 (3.08 g, 9.48 mmol). The solution was stirred for 30 minutes, then allowed to warm to room temperature. After 14 hours, the reaction was poured into 50% EtOAc/hexane, washed with water and brine, dried (Na2SO4), filtered, and concentrated in vacuo to provide the crude product. This material was purified by silica gel chromatography (20-40% EtOAc/hexane) to yield the titled product. As a reaction SMILES: [C:1]([O:5][C:6]([NH:8][CH:9]([CH2:23][C:24]#[C:25][CH3:26])[CH2:10][N:11]([C:16]1[CH:21]=[CH:20][CH:19]=[C:18]([Cl:22])[CH:17]=1)[C:12](=[O:15])[CH2:13]Cl)=[O:7])([CH3:4])([CH3:3])[CH3:2].C([O-])([O-])=O.[Cs+].[Cs+].CCOC(C)=O.CCCCCC>CN(C=O)C>[C:1]([O:5][C:6]([N:8]1[CH:9]([CH2:23][C:24]#[C:25][CH3:26])[CH2:10][N:11]([C:16]2[CH:21]=[CH:20][CH:19]=[C:18]([Cl:22])[CH:17]=2)[C:12](=[O:15])[CH2:13]1)=[O:7])([CH3:4])([CH3:3])[CH3:2] |f:1.2.3,4.5|. Starting materials: O=C1CCC(=O)N1Br, FC(F)(F)Oc1ccc2c(c1)nc(Cl)c1nccn12, ClCCl. Yields the product FC(F)(F)Oc1ccc2c(c1)nc(Cl)c1ncc(Br)n12. RXN SMILES: [Br:20][N:21]1[C:22](=[O:23])[CH2:24][CH2:25][C:26]1=[O:27].[Cl:1][c:2]1[c:3]2[n:4]([c:5]3[cH:6][cH:7][c:8]([O:12][C:13]([F:14])([F:15])[F:16])[cH:9][c:10]3[n:11]1)[cH:17][cH:18][n:19]2.[Cl:28][CH2:29][Cl:30]>>[Cl:1][c:2]1[c:3]2[n:4]([c:5]3[cH:6][cH:7][c:8]([O:12][C:13]([F:14])([F:15])[F:16])[cH:9][c:10]3[n:11]1)[c:17]([Br:20])[cH:18][n:19]2.